This data is from the Open Reaction Database (ORD), a public repository of structured organic reaction records. The task is: describe an organic reaction: reactants, conditions, products, and yield Reactants: C(CCCCC)(=O)OCC=C (allyl caproate), C(CC)(=O)OCC=C (allyl propionate). Procedure: The reaction was carried out as described in Example 11, with the exception that 156 grams of allyl caproate were used instead of allyl propionate. 16.6 grams of γ-butyrolactone and 11.8 grams of vinyl acetic acid were obtained. Yields the product C1(CCCO1)=O (γ-butyrolactone), C(=C)CC(=O)O (vinyl acetic acid). As a reaction SMILES: [C:1]([O:8][CH2:9][CH:10]=[CH2:11])(=[O:7])[CH2:2][CH2:3][CH2:4]CC.C(OCC=C)(=O)CC>>[C:1]1(=[O:7])[O:8][CH2:9][CH2:10][CH2:11]1.[CH:3]([CH2:2][C:1]([OH:8])=[O:7])=[CH2:4]. The reactants are N1C(=CC2=CC=CC=C12)C(=O)OCC (ethyl indole-2-carboxylate), C(=O)([O-])[O-].[K+].[K+] (K2CO3), CCOCC.CCCCCCC (ether heptane). The solvent is O (H2O), CO (MeOH). Conditions: temperature 55 celsius. The product is N1C(=CC2=CC=CC=C12)C(=O)OC (methyl indole-2-carboxylate). Reaction SMILES: [NH:1]1[C:9]2[C:4](=[CH:5][CH:6]=[CH:7][CH:8]=2)[CH:3]=[C:2]1[C:10]([O:12][CH2:13]C)=[O:11].C([O-])([O-])=O.[K+].[K+].CCOCC.CCCCCCC>CO.O>[NH:1]1[C:9]2[C:4](=[CH:5][CH:6]=[CH:7][CH:8]=2)[CH:3]=[C:2]1[C:10]([O:12][CH3:13])=[O:11] |f:1.2.3,4.5|. Procedure: Add to ethyl indole-2-carboxylate 1 (42.3 mmol) in MeOH (50 mL), K2CO3 (1.20 equiv., 50.7 mmol) and stir the suspension with heating to 55° C. for 1 h. Monitor the reaction by tlc (ether/heptane) and when complete concentrate the reaction in vacuo, dilute with H2O and stir for 15 min. Collect the solid by filtration and dry under vacuum at 65° C. for 3 h to afford methyl indole-2-carboxylate 2.